Task: describe an organic reaction: reactants, conditions, products, and yield. Dataset: the Open Reaction Database (ORD), a public repository of structured organic reaction records The reactants are ice water, [H-].[Na+] (sodium hydride), CC=1NC=CN1 (2-methylimidazole), S(=O)(=O)(OC[C@H]1CN([C@@H]2CC3=CNC4=CC=CC([C@H]2C1)=C34)C)C3=CC=C(C)C=C3 (6-methylergolin-8β-ylmethyl tosylate). Run in CN(C=O)C (dimethylformamide). Run at time 30 minute. The product is CC=1N(C=CN1)C[C@H]1CN([C@@H]2CC3=CNC4=CC=CC([C@H]2C1)=C34)C (2-Methyl-1-(6-methylergolin-8β-ylmethyl)imidazole). Yield: 70.5%. As a reaction SMILES: [H-].[Na+].[CH3:3][C:4]1[NH:5][CH:6]=[CH:7][N:8]=1.S(C1C=CC(C)=CC=1)(O[CH2:13][C@@H:14]1[CH2:28][C@H:27]2[C@@H:17]([CH2:18][C:19]3[C:29]4[C:22](=[CH:23][CH:24]=[CH:25][C:26]2=4)[NH:21][CH:20]=3)[N:16]([CH3:30])[CH2:15]1)(=O)=O>CN(C)C=O>[CH3:3][C:4]1[N:5]([CH2:13][C@@H:14]2[CH2:28][C@H:27]3[C@@H:17]([CH2:18][C:19]4[C:29]5[C:22](=[CH:23][CH:24]=[CH:25][C:26]3=5)[NH:21][CH:20]=4)[N:16]([CH3:30])[CH2:15]2)[CH:6]=[CH:7][N:8]=1 |f:0.1|. Procedure details: 0.8 g of 50% sodium hydride in an oil was added in small portions to a mixture of 1.2 g of 2-methylimidazole and 16 ml of dimethylformamide, and the resulting mixture was stirred for 30 minutes. 2.0 g of 6-methylergolin-8β-ylmethyl tosylate was added to the mixture which was then heated on a water bath for 3 hours. After allowing the mixture to cool, ice-water was added to the reaction mixture, and the precipitated crystals were separated by filtration, washed with water and purified by silica g... The reactants are COC1=CC=C(C=C1)N1C(C(=CC2=CC=CN=C12)C=C(C#N)C=1C=NC=CC1)=O (3-[1,2-dihydro-1-(4-methoxyphenyl)-2-oxo-1,8-naphthyridin-3-yl]-2-(3-pyridyl)prop-2-enenitrile), CC=C(C)C (amylene), solution, B(Br)(Br)Br (BBr3), ClCCl (dichloromethane). Run in O (water), C(Cl)(Cl)Cl (chloroform). Conditions: temperature -40 celsius, time 15 hour. The product is OC1=CC=C(C=C1)N1C(C(=CC2=CC=CN=C12)C=C(C#N)C=1C=NC=CC1)=O (3-[1,2-dihydro-1-(4-hydroxy- phenyl)-2-oxo-1,8-naphthyridin-3-yl]-2-(3-pyridyl)prop-2-enenitrile). Isolated yield 8.7%. Reaction SMILES: C[O:2][C:3]1[CH:8]=[CH:7][C:6]([N:9]2[C:18]3[C:13](=[CH:14][CH:15]=[CH:16][N:17]=3)[CH:12]=[C:11]([CH:19]=[C:20]([C:23]3[CH:24]=[N:25][CH:26]=[CH:27][CH:28]=3)[C:21]#[N:22])[C:10]2=[O:29])=[CH:5][CH:4]=1.CC=C(C)C.B(Br)(Br)Br.ClCCl>C(Cl)(Cl)Cl.O>[OH:2][C:3]1[CH:8]=[CH:7][C:6]([N:9]2[C:18]3[C:13](=[CH:14][CH:15]=[CH:16][N:17]=3)[CH:12]=[C:11]([CH:19]=[C:20]([C:23]3[CH:24]=[N:25][CH:26]=[CH:27][CH:28]=3)[C:21]#[N:22])[C:10]2=[O:29])=[CH:5][CH:4]=1. Procedure details: 2.5 g of 3-[1,2-dihydro-1-(4-methoxyphenyl)-2-oxo-1,8-naphthyridin-3-yl]-2-(3-pyridyl)prop-2-enenitrile, prepared in Example 82, are dissolved in 100 ml of chloroform stabilized with amylene. The yellow solution is cooled to -40° C. and 13.2 ml of a 1 M solution of BBr3 in dichloromethane (2 eq) are then added dropwise at this temperature, with stirring. The mixture is then left to warm up to room temperature and stirring is continued for 15 h. The reaction medium is hydrolyzed by the addition o... Starting materials: O=C[C@H](O)[C@@H](O)[C@H](O)[C@H](O)CO (D-glucose), NCC1=NC=CC=C1 (2-aminomethyl-pyridine). Product: N1=C(C=CC=C1)CNC[C@H](O)[C@@H](O)[C@H](O)[C@H](O)CO (N-(2-pyridyl-methyl)-glucamine). RXN SMILES: O=[CH:2][C@@H:3]([C@H:5]([C@@H:7]([C@@H:9]([CH2:11][OH:12])[OH:10])[OH:8])[OH:6])[OH:4].[NH2:13][CH2:14][C:15]1[CH:20]=[CH:19][CH:18]=[CH:17][N:16]=1>>[N:16]1[CH:17]=[CH:18][CH:19]=[CH:20][C:15]=1[CH2:14][NH:13][CH2:2][C@@H:3]([C@H:5]([C@@H:7]([C@@H:9]([CH2:11][OH:12])[OH:10])[OH:8])[OH:6])[OH:4]. Reported procedure: The product was made from D-glucose and 2-aminomethyl-pyridine comparable as in Example A. A resin-like, yellow product was obtained.